From a dataset of the Open Reaction Database (ORD), a public repository of structured organic reaction records. describe an organic reaction: reactants, conditions, products, and yield Procedure: Under Ar, a solution of 3-amino-6-chloro-2-hydroxybenzenesulfonamide (50 mg, 0.23 mmol) and 3,5-dimethylisoxazol4-yl isocyanate (31 mg, 0.23 mmol) in 1.0 mL of N,N-dimethyl-formamide was stirred at room temperature for 20 hours. Purification upon Gilson HPLC, eluting with acetonitrile/water (10/90, v/v to 90/10, v/v, over 10 min), gave the desired product (40 mg, 49%). LC-MS (m/z) 361.0 (M+). Solvent: CN(C=O)C (N,N-dimethyl-formamide). Yield: 48.2%. Reactants: NC=1C(=C(C(=CC1)Cl)S(=O)(=O)N)O (3-amino-6-chloro-2-hydroxybenzenesulfonamide), CC1=NOC(=C1N=C=O)C (3,5-dimethylisoxazol4-yl isocyanate). RXN SMILES: [NH2:1][C:2]1[C:3]([OH:13])=[C:4]([S:9]([NH2:12])(=[O:11])=[O:10])[C:5]([Cl:8])=[CH:6][CH:7]=1.[CH3:14][C:15]1[C:19]([N:20]=[C:21]=[O:22])=[C:18]([CH3:23])[O:17][N:16]=1>CN(C)C=O>[NH2:12][S:9]([C:4]1[C:3]([OH:13])=[C:2]([NH:1][C:21]([NH:20][C:19]2[C:15]([CH3:14])=[N:16][O:17][C:18]=2[CH3:23])=[O:22])[CH:7]=[CH:6][C:5]=1[Cl:8])(=[O:11])=[O:10]. The product is NS(=O)(=O)C=1C(=C(C=CC1Cl)NC(=O)NC=1C(=NOC1C)C)O (N-(3-aminosulfonyl-4-chloro-2-hydroxyphenyl)-N′-(3,5-dimethylisoxazol-4-yl)urea). The product is O=C(c1ccc(F)c(F)c1Nc1ccc(I)cc1F)N1CC(O)(C2CCCCC2O)C1. Reactants: O=C(F)c1ccc(F)c(F)c1Nc1ccc(I)cc1F, OC1CCCCC1C1(O)CNC1. Reaction SMILES: [F:13][c:14]1[c:15]([NH:24][c:25]2[c:26]([F:32])[cH:27][c:28]([I:31])[cH:29][cH:30]2)[c:16]([C:17](=[O:18])[F:19])[cH:20][cH:21][c:22]1[F:23].[OH:1][CH:2]1[CH:3]([C:8]2([OH:12])[CH2:9][NH:10][CH2:11]2)[CH2:4][CH2:5][CH2:6][CH2:7]1>>[OH:1][CH:2]1[CH:3]([C:8]2([OH:12])[CH2:9][N:10]([C:17]([c:16]3[c:15]([NH:24][c:25]4[c:26]([F:32])[cH:27][c:28]([I:31])[cH:29][cH:30]4)[c:14]([F:13])[c:22]([F:23])[cH:21][cH:20]3)=[O:18])[CH2:11]2)[CH2:4][CH2:5][CH2:6][CH2:7]1. Reactants: Cl.BrC1=NNC2=CC=C(C=C12)C(OCC)=N (ethyl 3-bromo-1H-indazole-5-carbimidate hydrochloride), N(N)C(=O)[C@H]1CN(CCC1)C(=O)OC(C)(C)C ((R)-tert-butyl 3-(hydrazinecarbonyl)piperidine-1-carboxylate). Solvent: CO (MeOH). Conditions: temperature 85 celsius. Yields the product BrC1=NNC2=CC=C(C=C12)C1=NNC(=N1)[C@H]1CN(CCC1)C(=O)OC(C)(C)C ((R)-tert-butyl 3-(3-(3-bromo-1H-indazol-5-yl)-1H-1,2,4-triazol-5-yl)piperidine-1-carboxylate). Isolated yield 99.4%. As a reaction SMILES: Cl.[Br:2][C:3]1[C:11]2[C:6](=[CH:7][CH:8]=[C:9]([C:12](=[NH:16])OCC)[CH:10]=2)[NH:5][N:4]=1.[NH:17]([C:19]([C@@H:21]1[CH2:26][CH2:25][CH2:24][N:23]([C:27]([O:29][C:30]([CH3:33])([CH3:32])[CH3:31])=[O:28])[CH2:22]1)=O)[NH2:18]>CO>[Br:2][C:3]1[C:11]2[C:6](=[CH:7][CH:8]=[C:9]([C:12]3[N:16]=[C:19]([C@@H:21]4[CH2:26][CH2:25][CH2:24][N:23]([C:27]([O:29][C:30]([CH3:33])([CH3:32])[CH3:31])=[O:28])[CH2:22]4)[NH:17][N:18]=3)[CH:10]=2)[NH:5][N:4]=1 |f:0.1|. Reported procedure: Mixture of ethyl 3-bromo-1H-indazole-5-carbimidate hydrochloride (4.1 g, 13.5 mmol) and (R)-tert-butyl 3-(hydrazinecarbonyl)piperidine-1-carboxylate (5.1 g, 20 mmol) in MeOH (25 ml) was heated in a sealed tube at 85° C. overnight. After solvent was evaporated, the residue was diluted with DCM (200 ml) and washed with H2O (50 ml), Dried over Na2SO4; filtered and evaporated solvent. Chromatographed residue eluting with 5% MeOH/DCM to yield (R)-tert-butyl 3-(3-(3-bromo-1H-indazol-5-yl)-1H-1,2,4-tri... Starting materials: BrC1=CC2=C(N(C(CO2)CC(=O)OCC)C(=O)OC(C)(C)C)C=C1 (tert-Butyl 7-bromo-3-(2-ethoxy-2-oxoethyl)-2,3-dihydro-4H-1,4-benzoxazine-4-carboxylate), BrC1=CC2=C(N(C(CO2)CC(=O)OCC)C(=O)OC(C)(C)C)C=C1 (tert-Butyl 7-bromo-3-(2-ethoxy-2-oxoethyl)-2,3-dihydro-4H-1,4-benzoxazine-4-carboxylate), O1CCOCC1 (dioxane). Run in Cl (hydrogen chloride). Reaction conditions: time 2 hour. The product is BrC1=CC2=C(NC(CO2)CC(=O)OCC)C=C1 (Ethyl (7-bromo-3,4-dihydro-2H-1,4-benzoxazin-3-yl)acetate). The yield is 95.6%. RXN SMILES: [Br:1][C:2]1[CH:24]=[CH:23][C:5]2[N:6](C(OC(C)(C)C)=O)[CH:7]([CH2:10][C:11]([O:13][CH2:14][CH3:15])=[O:12])[CH2:8][O:9][C:4]=2[CH:3]=1.O1CCOCC1>Cl>[Br:1][C:2]1[CH:24]=[CH:23][C:5]2[NH:6][CH:7]([CH2:10][C:11]([O:13][CH2:14][CH3:15])=[O:12])[CH2:8][O:9][C:4]=2[CH:3]=1. Reported procedure: tert-Butyl 7-bromo-3-(2-ethoxy-2-oxoethyl)-2,3-dihydro-4H-1,4-benzoxazine-4-carboxylate (Intermediate 24, 556 mg, 1.39 mmol) was dissolved in hydrogen chloride in dioxane (5.0 mL, 162.8 mmol) and the mixture stirred for 2 h at rt. The solvent was evaporated and the residue dissolved in EtOAc (50 mL), washed with sat. aq. Na2CO3 (30 mL) and brine (20 mL), dried over Na2SO4 and evaporated after filtration to give the title compound (399 mg, 96%) as an oil. Starting materials: CC(=O)C1=CC=C(C=C1)N (4-aminoacetophenone), [N-]=C=O.COC([C@@H](N)COC(C)=O)=O (O-acetylserine methyl ester isocyanate), Cl.NO (hydroxylamine hydrochloride), C(OC)(OC)OC (trimethyl orthoformate). Solvent: C1CCOC1 (THF), C1CCOC1 (THF), N1=CC=CC=C1 (pyridine). Conditions: time 3 hour. Product: ON=C(C)C1=CC=C(C=C1)NC(=O)NC(COC(C)=O)C(=O)OC (N-[4-(1-hydroxyiminoethyl)phenyl]-N'-(1-methoxycarbonyl-2-acetyloxyethyl)urea). RXN SMILES: [CH3:1][C:2]([C:4]1[CH:9]=[CH:8][C:7]([NH2:10])=[CH:6][CH:5]=1)=O.[N-:11]=[C:12]=[O:13].[CH3:14][O:15][C:16](=[O:24])[C@H:17]([CH2:19][O:20][C:21](=[O:23])[CH3:22])N.Cl.[NH2:26][OH:27].C(OC)(OC)OC>C1COCC1.N1C=CC=CC=1>[OH:27][N:26]=[C:2]([C:4]1[CH:9]=[CH:8][C:7]([NH:10][C:12]([NH:11][CH:17]([C:16]([O:15][CH3:14])=[O:24])[CH2:19][O:20][C:21](=[O:23])[CH3:22])=[O:13])=[CH:6][CH:5]=1)[CH3:1] |f:1.2,3.4|. Procedure: A solution of 2.7 g 4-aminoacetophenone in 40 mL THF is added dropwise to a solution of 0.02 mol of O-acetylserine methyl ester isocyanate and 5 mL pyridine in 40 mL THF, and the reaction mixture is stirred for 3 hours. The solvent is then removed by rotary evaporator. The residue is dispersed in 50 mL CH3OH, and 0.022 mol hydroxylamine hydrochloride and 0.06 mol trimethyl orthoformate are added. The reaction mixture is heated to reflux for 10 hours. The solvent is removed by rotary evaporator. ... Starting materials: ClC1=NN2C(C(=N1)N(CC1=CC=C(C=C1)OC)CC)=NC=C2C#N (2-chloro-4-(ethyl(4-methoxybenzyl)amino)imidazo[2,1-f][1,2,4]triazine-7-carbonitrile), CC1(C2=C(C(=CC=C2)P(C3=CC=CC=C3)C4=CC=CC=C4)OC5=C(C=CC=C51)P(C6=CC=CC=C6)C7=CC=CC=C7)C (Xantphos), C(=O)([O-])[O-].[Cs+].[Cs+] (Cs2CO3), ClC1=NN2C(C(=N1)N(CC1=CC=C(C=C1)OC)CC)=NC=C2C#N (2-chloro-4-(ethyl(4-methoxybenzyl)amino)imidazo[2,1-f][1,2,4]triazine-7-carbonitrile), NC=1C(=C(C=C(C1)C#N)N1C[C@H]2OCCN([C@@H]2CC1)C(=O)OC(C)(C)C)Cl ((+/−)-(4aR,8aR)-tert-butyl 6-(3-amino-2-chloro-5-cyanophenyl)octahydro-1H-pyrido[3,4-b][1,4]oxazine-1-carboxylate). Reagents/catalysts: C(C)(=O)[O-].[Pd+2].C(C)(=O)[O-] (Palladium(II)Acetate), C1=CC=C(C=C1)P([C-]2C=CC=C2)C3=CC=CC=C3.C1=CC=C(C=C1)P([C-]2C=CC=C2)C3=CC=CC=C3.[Fe+2] (DPPF). Run in O1CCOCC1 (1,4-dioxane). Reaction conditions: temperature 100 celsius, time 3 hour. The product is ClC1=C(C=C(C=C1N1C[C@H]2OCCN[C@@H]2CC1)C#N)NC1=NN2C(C(=N1)NCC)=NC=C2C#N ((+/−)-2-((2-chloro-5-cyano-3-((4aR,8aR)-hexahydro-1H-pyrido[3,4-b][1,4]oxazin-6(7H)-yl)phenyl)amino)-4-(ethylamino)imidazo[2,1-f][1,2,4]triazine-7-carbonitrile). As a reaction SMILES: Cl[C:2]1[N:7]=[C:6]([N:8]([CH2:18][CH3:19])CC2C=CC(OC)=CC=2)[C:5]2=[N:20][CH:21]=[C:22]([C:23]#[N:24])[N:4]2[N:3]=1.[NH2:25][C:26]1[C:27]([Cl:51])=[C:28]([N:34]2[CH2:43][CH2:42][C@@H:41]3[C@H:36]([O:37][CH2:38][CH2:39][N:40]3C(OC(C)(C)C)=O)[CH2:35]2)[CH:29]=[C:30]([C:32]#[N:33])[CH:31]=1.C([O-])([O-])=O.[Cs+].[Cs+].CC1(C)C2C(=C(P(C3C=CC=CC=3)C3C=CC=CC=3)C=CC=2)OC2C(P(C3C=CC=CC=3)C3C=CC=CC=3)=CC=CC1=2>C1C=CC(P(C2C=CC=CC=2)[C-]2C=CC=C2)=CC=1.C1C=CC(P(C2C=CC=CC=2)[C-]2C=CC=C2)=CC=1.[Fe+2].C([O-])(=O)C.[Pd+2].C([O-])(=O)C.O1CCOCC1>[Cl:51][C:27]1[C:28]([N:34]2[CH2:43][CH2:42][C@@H:41]3[C@H:36]([O:37][CH2:38][CH2:39][NH:40]3)[CH2:35]2)=[CH:29][C:30]([C:32]#[N:33])=[CH:31][C:26]=1[NH:25][C:2]1[N:7]=[C:6]([NH:8][CH2:18][CH3:19])[C:5]2=[N:20][CH:21]=[C:22]([C:23]#[N:24])[N:4]2[N:3]=1 |f:2.3.4,6.7.8,9.10.11|. Reported procedure: 2-chloro-4-(ethyl(4-methoxybenzyl)amino)imidazo[2,1-f][1,2,4]triazine-7-carbonitrile (Intermediate 10) (85.0 mg, 0.248 mmol), (+/−)-(4aR,8aR)-tert-butyl 6-(3-amino-2-chloro-5-cyanophenyl)octahydro-1H-pyrido[3,4-b][1,4]oxazine-1-carboxylate (97.0 mg, 0.248 mmol), DPPF (9.62 mg, 0.017 mmol), Cs2CO3 (137 mg, 0.422 mmol), Xantphos (14.35 mg, 0.025 mmol), Palladium(II)Acetate (16.7 mg, 0.074 mmol) and 1,4-dioxane (2 ml) were combined in a microwave vial. The vial was evacuated and backfilled with Nit... Starting materials: C(C1=CC=CC=C1)C=1C=NC2=C(C=CC=C2C1C=1C=C(OC2=CC=C(C=C2)O)C=CC1)C(F)(F)F (4-{3-[3-benzyl-8-(trifluoromethyl)quinolin-4-yl]-phen-oxy}phenol), COC(C1=CC=C(C=C1)CBr)=O (4-Bromomethyl-benzoic acid methyl ester). Yields the product COC(C1=CC=C(C=C1)COC1=CC=C(C=C1)OC1=CC(=CC=C1)C1=C(C=NC2=C(C=CC=C12)C(F)(F)F)CC1=CC=CC=C1)=O (METHYL-4-[(4-{3-[3-BENZYL-8-(TRIFLUOROMETHYL)QUINOLIN-4-YL]PHENOXY}PHENOXY) METHYL]BENZOATE). Reaction SMILES: [CH2:1]([C:8]1[CH:9]=[N:10][C:11]2[C:16]([C:17]=1[C:18]1[CH:19]=[C:20]([CH:29]=[CH:30][CH:31]=1)[O:21][C:22]1[CH:27]=[CH:26][C:25]([OH:28])=[CH:24][CH:23]=1)=[CH:15][CH:14]=[CH:13][C:12]=2[C:32]([F:35])([F:34])[F:33])[C:2]1[CH:7]=[CH:6][CH:5]=[CH:4][CH:3]=1.[CH3:36][O:37][C:38](=[O:47])[C:39]1[CH:44]=[CH:43][C:42]([CH2:45]Br)=[CH:41][CH:40]=1>>[CH3:36][O:37][C:38](=[O:47])[C:39]1[CH:44]=[CH:43][C:42]([CH2:45][O:28][C:25]2[CH:26]=[CH:27][C:22]([O:21][C:20]3[CH:29]=[CH:30][CH:31]=[C:18]([C:17]4[C:16]5[C:11](=[C:12]([C:32]([F:35])([F:33])[F:34])[CH:13]=[CH:14][CH:15]=5)[N:10]=[CH:9][C:8]=4[CH2:1][C:2]4[CH:3]=[CH:4][CH:5]=[CH:6][CH:7]=4)[CH:19]=3)=[CH:23][CH:24]=2)=[CH:41][CH:40]=1. Reported procedure: The title compound was prepared from 4-{3-[3-benzyl-8-(trifluoromethyl)quinolin-4-yl]-phen-oxy}phenol (0.1 g, 0.0002 mole) and 4-Bromomethyl-benzoic acid methyl ester (0.057 g, 0.00024 mole) following the procedure of Example 478: MS (ESI) [M+H]+), 620.0. The reactants are IC1=C(C=C(C=C1)C)CC(=O)O (2-Iodo-5-methylphenylacetic acid), S(O)(O)(=O)=O (sulfuric acid), C(C)(C)O (isopropyl alcohol). Yields the product IC1=C(C=C(C=C1)C)CC(=O)OC(C)C (isopropyl 2-iodo-5-methylphenylacetate). Reaction SMILES: [I:1][C:2]1[CH:7]=[CH:6][C:5]([CH3:8])=[CH:4][C:3]=1[CH2:9][C:10]([OH:12])=[O:11].S(=O)(=O)(O)O.[CH:18](O)([CH3:20])[CH3:19]>>[I:1][C:2]1[CH:7]=[CH:6][C:5]([CH3:8])=[CH:4][C:3]=1[CH2:9][C:10]([O:12][CH:18]([CH3:20])[CH3:19])=[O:11]. Reported procedure: 2-Iodo-5-methylphenylacetic acid (20.0 g, 72 mmol) and a catalytic amount of 98% sulfuric acid (0.2 ml) are dissolved in isopropyl alcohol (200 ml) and heated to reflux temperature for 48 hours. The solvent is removed on a rotovap and the residual oil partitioned between EtOAc (500 ml) and saturated NaHCO3 solution (500 ml). The organic layer is separated, dried (MgSO4) and concentrated on a rotovap. The residual oil is distilled using a kugelrohr apparatus to give a clear, colorless oil which s... The reactants are C1CCN2[C@@H]1CNC1=C(C2=S)C=CC=C1 ((11aS)-1,2,3,10,11,11a-hexahydro-5H-pyrrolo[2,1-c][1,4]benzodiazepin-5-thione), C1(=CC=CC=C1)C1=C(C(=O)NC2=CC=C(C(=O)O)C=C2)C=CC=C1 (4-[(2-phenylbenzoyl)amino]benzoic acid). Product: C1(=CC=CC=C1)C1=C(C(=O)NC2=CC=C(C(=O)N3C[C@H]4N(C(C5=C3C=CC=C5)=S)CCC4)C=C2)C=CC=C1 ((11aS)-10-[4-[(2-Phenylbenzoyl) Amino]Benzoyl]-1,2,3,10,11, 11a-Hexahydro-5H-Pyrrolo[2,1-c][1,4]Benzodiazepin-5-Thione). Yield: 81.9%. RXN SMILES: [CH2:1]1[C@H:5]2[CH2:6][NH:7][C:8]3[CH:15]=[CH:14][CH:13]=[CH:12][C:9]=3[C:10](=[S:11])[N:4]2[CH2:3][CH2:2]1.[C:16]1([C:22]2[CH:39]=[CH:38][CH:37]=[CH:36][C:23]=2[C:24]([NH:26][C:27]2[CH:35]=[CH:34][C:30]([C:31](O)=[O:32])=[CH:29][CH:28]=2)=[O:25])[CH:21]=[CH:20][CH:19]=[CH:18][CH:17]=1>>[C:16]1([C:22]2[CH:39]=[CH:38][CH:37]=[CH:36][C:23]=2[C:24]([NH:26][C:27]2[CH:28]=[CH:29][C:30]([C:31]([N:7]3[C:8]4[CH:15]=[CH:14][CH:13]=[CH:12][C:9]=4[C:10](=[S:11])[N:4]4[CH2:3][CH2:2][CH2:1][C@H:5]4[CH2:6]3)=[O:32])=[CH:34][CH:35]=2)=[O:25])[CH:21]=[CH:20][CH:19]=[CH:18][CH:17]=1. Procedure details: The same procedures used in Example 25 were repeated using (11aS)-1,2,3,10,11,11a-hexahydro-5H-pyrrolo[2,1-c][1,4]benzodiazepin-5-thione prepared in Reference Example 32 and 4-[(2-phenylbenzoyl)amino]benzoic acid to give the title compound. Yield 81.9%. Reactants: S1C(=CC=2CNCCC21)C(=O)NCC(=O)C2=CC(=C(C=C2)OCC(=O)OCC)OCC(=O)OCC (diethyl [[4-[[[(4,5,6,7-tetrahydrothieno[3,2-c]pyridin-2-yl)carbonyl]amino]acetyl]-o-phenylen]dioxy]diacetate), C(OC(C)OC(C)=O)(OC1=CC=C(C=C1)[N+](=O)[O-])=O (1-acetoxyethyl 4-nitrophenyl carbonate), O (water). Solvent: CN(C=O)C (N,N-dimethylformamide). Yields the product C(C)(=O)OC(C)OC(=O)N1CC2=C(CC1)SC(=C2)C(=O)NCC(=O)C2=CC(=C(C=C2)OCC(=O)OCC)OCC(=O)OCC (Diethyl [[4-[[[[5-(1-Acetoxyethyl)oxycarbonyl-4,5,6,7-tetrahydrothieno[3,2-c]pyridin-2-yl]carbonyl]amino]-acetyl]-o-phenylene]dioxy]diacetate). Isolated yield 16.3%. Reaction SMILES: [S:1]1[C:9]2[CH2:8][CH2:7][NH:6][CH2:5][C:4]=2[CH:3]=[C:2]1[C:10]([NH:12][CH2:13][C:14]([C:16]1[CH:21]=[CH:20][C:19]([O:22][CH2:23][C:24]([O:26][CH2:27][CH3:28])=[O:25])=[C:18]([O:29][CH2:30][C:31]([O:33][CH2:34][CH3:35])=[O:32])[CH:17]=1)=[O:15])=[O:11].[C:36](=O)([O:44]C1C=CC([N+]([O-])=O)=CC=1)[O:37][CH:38]([O:40][C:41](=[O:43])[CH3:42])[CH3:39].O>CN(C)C=O>[C:41]([O:40][CH:38]([O:37][C:36]([N:6]1[CH2:7][CH2:8][C:9]2[S:1][C:2]([C:10]([NH:12][CH2:13][C:14]([C:16]3[CH:21]=[CH:20][C:19]([O:22][CH2:23][C:24]([O:26][CH2:27][CH3:28])=[O:25])=[C:18]([O:29][CH2:30][C:31]([O:33][CH2:34][CH3:35])=[O:32])[CH:17]=3)=[O:15])=[O:11])=[CH:3][C:4]=2[CH2:5]1)=[O:44])[CH3:39])(=[O:43])[CH3:42]. Procedure details: To a suspension of 126 mg of diethyl [[4-[[[(4,5,6,7-tetrahydrothieno[3,2-c]pyridin-2-yl)carbonyl]amino]acetyl]-o-phenylen]dioxy]diacetate synthesized according to the method described in WO 9421599 in 3 ml of N,N-dimethylformamide was added 105 mg of 1-acetoxyethyl 4-nitrophenyl carbonate under stirring at room temperature, and the mixture was stirred at 40° C. for 20 hours. The reaction was poured into 3 ml of water, and extracted with 5 ml of ethyl acetate. The separated organic layer was dri...